From a dataset of the Open Reaction Database (ORD), a public repository of structured organic reaction records. describe an organic reaction: reactants, conditions, products, and yield Reactants: BrC(C(=O)OCC)C(C)Br (Ethyl 2,3-dibromobutyrate), NC1=NNC(=N1)SCC1=CC=CC=C1 (3-amino-5-benzylthio-1,2,4-triazole). Solvent: N1=CC=CC=C1 (pyridine). Conditions: temperature 65 celsius. Product: C(C1=CC=CC=C1)SC1=NN2C(N=C(C=C2C)O)=N1 (2-benzylthio-5-hydroxy-7-methyl-1,2,4-triazolo[1,5-a]pyrimidine). As a reaction SMILES: Br[CH:2]([CH:8](Br)[CH3:9])[C:3]([O:5]CC)=O.[NH2:11][C:12]1[N:16]=[C:15]([S:17][CH2:18][C:19]2[CH:24]=[CH:23][CH:22]=[CH:21][CH:20]=2)[NH:14][N:13]=1>N1C=CC=CC=1>[CH2:18]([S:17][C:15]1[N:16]=[C:12]2[N:11]=[C:3]([OH:5])[CH:2]=[C:8]([CH3:9])[N:13]2[N:14]=1)[C:19]1[CH:20]=[CH:21][CH:22]=[CH:23][CH:24]=1. Procedure details: Ethyl 2,3-dibromobutyrate (1.33 g, 48.5 mmol) was added dropwise over 15 minutes to a solution of 10 g (49 mmol) of 3-amino-5-benzylthio-1,2,4-triazole in 20 ml of pyridine heated to 65° C. After the addition was complete, the reaction mixture was heated at 65° C. for 20 hours, cooled to room temperature and filtered. The filtrate was concentrated by evaporation at reduced pressure. The residue was triturated with methanol to separate 1.64 g (13%) of the desired product as a colorless crystallin... Solvent: C1CCOC1 (THF), C1CCOC1 (THF). Run at temperature -78 celsius, time 40 minute. As a reaction SMILES: [CH2:1]([Li])CCC.CCCCCC.CCOC(C(P(OCC)(OCC)=O)F)=O.[CH2:27]([N:29]1[C:38]2[C:33](=[CH:34][C:35]([CH:42]([CH3:44])[CH3:43])=[CH:36][C:37]=2[C:39](=[O:41])[CH3:40])[C:32]([CH3:46])([CH3:45])[CH2:31][CH2:30]1)[CH3:28]>C1COCC1>[CH:42]([C:35]1[CH:34]=[C:33]2[C:38](=[C:37]([C:39](=[O:41])[CH3:40])[CH:36]=1)[N:29]([CH2:27][CH2:28][CH3:1])[CH2:30][CH2:31][C:32]2([CH3:45])[CH3:46])([CH3:43])[CH3:44]. Reported procedure: To a solution of a 1.6 M solution of n-butyl lithium in hexane (3.33 ml, 5.33 mmol) and 20 ml of anhydrous THF under argon at −78° C. was slowly added triethyl-2-fluoro-2-phosphonoacetate (1.29 g, 5.33 mmol). After 40 minutes at −78° C., a solution of 1-(1-ethyl-6-isopropyl-4,4-dimethyl-1,2,3,4-tetrahydro-quinolin-8-yl)-ethanone (Intermediate 12, 497 mg, 1.33 mmol) in 4 ml THF was added by cannula. The resulting mixture was stirred at −78° C. for 10 minutes, allowed to warm up to room temperatur... Starting materials: C(C)N1CCC(C2=CC(=CC(=C12)C(C)=O)C(C)C)(C)C (1-(1-ethyl-6-isopropyl-4,4-dimethyl-1,2,3,4-tetrahydro-quinolin-8-yl)-ethanone), C(C)N1CCC(C2=CC(=CC(=C12)C(C)=O)C(C)C)(C)C (1-(1-ethyl-6-isopropyl-4,4-dimethyl-1,2,3,4-tetrahydro-quinolin-8-yl)-ethanone), solution, CCOC(=O)C(F)P(=O)(OCC)OCC (triethyl-2-fluoro-2-phosphonoacetate), C(CCC)[Li] (n-butyl lithium), CCCCCC (hexane). Product: C(C)(C)C=1C=C2C(CCN(C2=C(C1)C(C)=O)CCC)(C)C (1-(6-Isopropyl-4,4-dimethyl-1-n-propyl-1,2,3,4-tetrahydro-quinolin-8-yl)-ethanone). Starting materials: CI, CC(C)=O, COc1ccc2c(c1)c(CC(=O)OCCNC(=O)c1cccnc1)c(C)n2C(=O)c1ccc(Cl)cc1. Product: COc1ccc2c(c1)c(CC(=O)OCCNC(=O)c1ccc[n+](C)c1)c(C)n2C(=O)c1ccc(Cl)cc1, [I-]. Reaction SMILES: [CH3:37][I:38].[CH3:39][C:40](=[O:41])[CH3:42].[Cl:1][c:2]1[cH:3][cH:4][c:5]([C:6](=[O:7])[n:8]2[c:9]([CH3:34])[c:10]([CH2:19][C:20](=[O:21])[O:22][CH2:23][CH2:24][NH:25][C:26](=[O:27])[c:28]3[cH:29][n:30][cH:31][cH:32][cH:33]3)[c:11]3[cH:12][c:13]([O:17][CH3:18])[cH:14][cH:15][c:16]23)[cH:35][cH:36]1>>[Cl:1][c:2]1[cH:3][cH:4][c:5]([C:6](=[O:7])[n:8]2[c:9]([CH3:34])[c:10]([CH2:19][C:20](=[O:21])[O:22][CH2:23][CH2:24][NH:25][C:26](=[O:27])[c:28]3[cH:29][n+:30]([CH3:37])[cH:31][cH:32][cH:33]3)[c:11]3[cH:12][c:13]([O:17][CH3:18])[cH:14][cH:15][c:16]23)[cH:35][cH:36]1.[I-:38]. Reactants: [Al+3], [Cl-], [Cl-], [Cl-], ClCCl, Cl, O=S(Cl)Cl, O=C(O)c1c(-c2ccccc2)ccc2c1CCO2. The product is O=C1c2ccccc2-c2ccc3c(c21)CCO3. As a reaction SMILES: [Al+3:20].[Cl-:19].[Cl-:21].[Cl-:22].[Cl:24][CH2:25][Cl:26].[ClH:23].[S:27]([Cl:28])([Cl:29])=[O:30].[c:1]1(-[c:7]2[cH:8][cH:9][c:10]3[c:11]([c:15]2[C:16](=[O:17])[OH:18])[CH2:12][CH2:13][O:14]3)[cH:2][cH:3][cH:4][cH:5][cH:6]1>>[c:1]12[c:2]([cH:3][cH:4][cH:5][cH:6]1)[C:16](=[O:18])[c:15]1[c:7]-2[cH:8][cH:9][c:10]2[c:11]1[CH2:12][CH2:13][O:14]2. Starting materials: Cl, O=S1(=O)c2ccccc2C(O)CC1CCCN1CCN(c2ccc(F)cc2)CC1, [Na+], [OH-]. Yields the product O=S1(=O)c2ccccc2C=CC1CCCN1CCN(c2ccc(F)cc2)CC1. As a reaction SMILES: [ClH:32].[F:1][c:2]1[cH:3][cH:4][c:5]([N:8]2[CH2:9][CH2:10][N:11]([CH2:14][CH2:15][CH2:16][CH:17]3[S:18](=[O:28])(=[O:29])[c:19]4[c:20]([cH:24][cH:25][cH:26][cH:27]4)[CH:21]([OH:23])[CH2:22]3)[CH2:12][CH2:13]2)[cH:6][cH:7]1.[Na+:31].[OH-:30]>>[F:1][c:2]1[cH:3][cH:4][c:5]([N:8]2[CH2:9][CH2:10][N:11]([CH2:14][CH2:15][CH2:16][CH:17]3[S:18](=[O:28])(=[O:29])[c:19]4[c:20]([cH:24][cH:25][cH:26][cH:27]4)[CH:21]=[CH:22]3)[CH2:12][CH2:13]2)[cH:6][cH:7]1. Yields the product O(C1=CC=CC=C1)C1=CC=C(OCCN(C(OCC)=O)C)C=C1 (ethyl [2-(p-phenoxyphenoxy)ethyl]methylcarbamate). Reactants: O (water), ClCCN(C(OCC)=O)C (ethyl (2-chloroethyl)-methylcarbamate), C([O-])([O-])=O.[K+].[K+] (potassium carbonate), O(C1=CC=CC=C1)C1=CC=C(C=C1)O (p-phenoxyphenol). Run in CN(C=O)C (dimethylformamide). Reported procedure: 18.6 g of p-phenoxyphenol are dissolved in 100 ml of dimethylformamide. 18.2 g of ethyl (2-chloroethyl)-methylcarbamate and 27.6 g of potassium carbonate are added thereto and the reaction mixture is heated at 80° C. while stirring for 15 hours. The reaction mixture is poured into 300 ml of water and extracted with diethyl ether. The ether extract is washed with semi-saturated and saturated sodium chloride solution, dried over sodium sulfate and evaporated. Chromatography on silica gel using n-h... Reaction conditions: temperature 80 celsius, time 15 hour. Reaction SMILES: [O:1]([C:8]1[CH:13]=[CH:12][C:11]([OH:14])=[CH:10][CH:9]=1)[C:2]1[CH:7]=[CH:6][CH:5]=[CH:4][CH:3]=1.Cl[CH2:16][CH2:17][N:18]([CH3:24])[C:19](=[O:23])[O:20][CH2:21][CH3:22].C(=O)([O-])[O-].[K+].[K+].O>CN(C)C=O>[O:1]([C:8]1[CH:9]=[CH:10][C:11]([O:14][CH2:16][CH2:17][N:18]([CH3:24])[C:19](=[O:23])[O:20][CH2:21][CH3:22])=[CH:12][CH:13]=1)[C:2]1[CH:7]=[CH:6][CH:5]=[CH:4][CH:3]=1 |f:2.3.4|. The reactants are Cc1cccnc1CNCCCCNC(=O)OC(C)(C)C, CC(=O)c1cc(C)ccn1, ClCCl. Product: Cc1ccnc(C(C)N(CCCCNC(=O)OC(C)(C)C)Cc2ncccc2C)c1. As a reaction SMILES: [C:1]([CH3:2])([CH3:3])([CH3:4])[O:5][C:6]([NH:7][CH2:8][CH2:9][CH2:10][CH2:11][NH:12][CH2:13][c:14]1[n:15][cH:16][cH:17][cH:18][c:19]1[CH3:20])=[O:21].[CH3:22][c:23]1[cH:24][c:25]([C:29]([CH3:30])=[O:31])[n:26][cH:27][cH:28]1.[Cl:32][CH2:33][Cl:34]>>[C:1]([CH3:2])([CH3:3])([CH3:4])[O:5][C:6]([NH:7][CH2:8][CH2:9][CH2:10][CH2:11][N:12]([CH2:13][c:14]1[n:15][cH:16][cH:17][cH:18][c:19]1[CH3:20])[CH:29]([c:25]1[cH:24][c:23]([CH3:22])[cH:28][cH:27][n:26]1)[CH3:30])=[O:21]. Reactants: CC(Cl)c1cccnc1, CCCN1CC(C(=O)O)CCC1=O. Reagents/catalysts: O=C([O-])[O-].[Cs+].[Cs+] (cesium carbonate), [I-].[K+] (potassium iodide). The solvent is CN(C)C=O (DMF), CN(C)C=O (dmf), CN(C)C=O (DMF). Run at temperature 70 celsius, time 16 hour. Yields the product CCCN1CC(C(=O)OC(C)c2cccnc2)CCC1=O.